This data is from the Open Reaction Database (ORD), a public repository of structured organic reaction records. The task is: describe an organic reaction: reactants, conditions, products, and yield Reaction SMILES: [Br:1][c:2]1[cH:3][c:4]2[n:5]3[c:6]4[c:7]([cH:8][c:9]([OH:16])[cH:10][c:11]4[s:12][c:13]2[cH:14][cH:15]1)[c:17](=[O:27])[c:18]([CH2:20][c:21]1[cH:22][n:23][cH:24][cH:25][cH:26]1)[cH:19]3.[Cl:28][CH2:29][c:30]1[cH:31][n:32][cH:33][c:34]([CH2:36][O:37][C:38]([CH3:39])=[O:40])[cH:35]1>>[Br:1][c:2]1[cH:3][c:4]2[n:5]3[c:6]4[c:7]([cH:8][c:9]([O:16][CH2:29][c:30]5[cH:31][n:32][cH:33][c:34]([CH2:36][O:37][C:38]([CH3:39])=[O:40])[cH:35]5)[cH:10][c:11]4[s:12][c:13]2[cH:14][cH:15]1)[c:17](=[O:27])[c:18]([CH2:20][c:21]1[cH:22][n:23][cH:24][cH:25][cH:26]1)[cH:19]3. Starting materials: O=c1c(Cc2cccnc2)cn2c3cc(Br)ccc3sc3cc(O)cc1c32, CC(=O)OCc1cncc(CCl)c1. The product is CC(=O)OCc1cncc(COc2cc3sc4ccc(Br)cc4n4cc(Cc5cccnc5)c(=O)c(c2)c34)c1. Starting materials: C1CCOC1, O=S(=O)(C=CC1CCOCC1)N1CCN(c2ccc(OC(F)(F)C(F)F)cc2)CC1, NO, O. Product: O=S(=O)(CC(NO)C1CCOCC1)N1CCN(c2ccc(OC(F)(F)C(F)F)cc2)CC1. Reaction SMILES: [CH2:33]1[O:34][CH2:35][CH2:36][CH2:37]1.[F:1][C:2]([CH:3]([F:4])[F:5])([O:6][c:7]1[cH:8][cH:9][c:10]([N:13]2[CH2:14][CH2:15][N:16]([S:19](=[O:20])(=[O:21])[CH:22]=[CH:23][CH:24]3[CH2:25][CH2:26][O:27][CH2:28][CH2:29]3)[CH2:17][CH2:18]2)[cH:11][cH:12]1)[F:30].[NH2:31][OH:32].[OH2:38]>>[F:1][C:2]([CH:3]([F:4])[F:5])([O:6][c:7]1[cH:8][cH:9][c:10]([N:13]2[CH2:14][CH2:15][N:16]([S:19](=[O:20])(=[O:21])[CH2:22][CH:23]([CH:24]3[CH2:25][CH2:26][O:27][CH2:28][CH2:29]3)[NH:31][OH:32])[CH2:17][CH2:18]2)[cH:11][cH:12]1)[F:30]. The reactants are [Al+3], CCCc1ccc(C(=O)O)cc1, CCOCC, [H-], [H-], [H-], [H-], [Li+], [Na+], [OH-], O. The product is CCCc1ccc(CO)cc1. Reaction SMILES: [Al+3:2].[CH2:7]([CH2:8][CH3:9])[c:10]1[cH:11][cH:12][c:13]([C:14](=[O:15])[OH:16])[cH:17][cH:18]1.[CH3:22][CH2:23][O:24][CH2:25][CH3:26].[H-:1].[H-:4].[H-:5].[H-:6].[Li+:3].[Na+:21].[OH-:20].[OH2:19]>>[CH2:7]([CH2:8][CH3:9])[c:10]1[cH:11][cH:12][c:13]([CH2:14][OH:15])[cH:17][cH:18]1. Reactants: B, CC(C)(C)OC(=O)N1CCCCC1C(=O)O, C1CCOC1, C1CCOC1, O. Yields the product CC(C)(C)OC(=O)N1CCCCC1CO. RXN SMILES: [BH3:22].[C:1]([CH3:2])([CH3:3])([CH3:4])[O:5][C:6](=[O:7])[N:8]1[CH:9]([C:14](=[O:15])[OH:16])[CH2:10][CH2:11][CH2:12][CH2:13]1.[CH2:24]1[O:25][CH2:26][CH2:27][CH2:28]1.[O:17]1[CH2:18][CH2:19][CH2:20][CH2:21]1.[OH2:23]>>[C:1]([CH3:2])([CH3:3])([CH3:4])[O:5][C:6](=[O:7])[N:8]1[CH:9]([CH2:14][OH:15])[CH2:10][CH2:11][CH2:12][CH2:13]1. Reactants: ClC=1N=C(C2=C(N1)N(C=C2I)S(=O)(=O)C2=CC=C(C)C=C2)NC2=CC=C1C=NNC1=C2 (2-chloro-N-(1H-indazol-6-yl)-5-iodo-7-tosyl-7H-pyrrolo[2,3-d]pyrimidin-4-amine), C(=C)[Sn](C=C)(C=C)C=C (tetravinyltin). The product is ClC=1N=C(C2=C(N1)N(C=C2C=C)S(=O)(=O)C2=CC=C(C)C=C2)NC2=CC=C1C=NNC1=C2 (2-chloro-N-(1H-indazol-6-yl)-5-vinyl-7-tosyl-7H-pyrrolo[2,3-d]pyrimidin-4-amine). Reaction conditions: temperature 60 celsius. The yield is 29.6%. Run in CN(C=O)C (dimethylformamide). Procedure: To a solution of 2-chloro-N-(1H-indazol-6-yl)-5-iodo-7-tosyl-7H-pyrrolo[2,3-d]pyrimidin-4-amine (0.45 g, 0.8 mmol) in dimethylformamide (2.0 mL) was added tetravinyltin (0.29 mL, 1.6 mmol) and tetrakis(triphenylphosphine)palladium(0) (Pd(PPh3)4) (0.092 g, 0.08 mmol). After degassing, the mixture was heated at 60° C. for 15 h. before it was diluted with EtOAc, and washed sequentially with Sat. NaHCO3 and brine. The organic extract was dried over Na2SO4 and concentrated to give a crude residue. Pu... Reagents/catalysts: C=1C=CC(=CC1)[P](C=2C=CC=CC2)(C=3C=CC=CC3)[Pd]([P](C=4C=CC=CC4)(C=5C=CC=CC5)C=6C=CC=CC6)([P](C=7C=CC=CC7)(C=8C=CC=CC8)C=9C=CC=CC9)[P](C=1C=CC=CC1)(C=1C=CC=CC1)C=1C=CC=CC1 (tetrakis(triphenylphosphine)palladium(0)). As a reaction SMILES: [Cl:1][C:2]1[N:3]=[C:4]([NH:22][C:23]2[CH:31]=[C:30]3[C:26]([CH:27]=[N:28][NH:29]3)=[CH:25][CH:24]=2)[C:5]2[C:10](I)=[CH:9][N:8]([S:12]([C:15]3[CH:21]=[CH:20][C:18]([CH3:19])=[CH:17][CH:16]=3)(=[O:14])=[O:13])[C:6]=2[N:7]=1.[CH:32]([Sn](C=C)(C=C)C=C)=[CH2:33]>CN(C)C=O.C1C=CC([P]([Pd]([P](C2C=CC=CC=2)(C2C=CC=CC=2)C2C=CC=CC=2)([P](C2C=CC=CC=2)(C2C=CC=CC=2)C2C=CC=CC=2)[P](C2C=CC=CC=2)(C2C=CC=CC=2)C2C=CC=CC=2)(C2C=CC=CC=2)C2C=CC=CC=2)=CC=1>[Cl:1][C:2]1[N:3]=[C:4]([NH:22][C:23]2[CH:31]=[C:30]3[C:26]([CH:27]=[N:28][NH:29]3)=[CH:25][CH:24]=2)[C:5]2[C:10]([CH:32]=[CH2:33])=[CH:9][N:8]([S:12]([C:15]3[CH:21]=[CH:20][C:18]([CH3:19])=[CH:17][CH:16]=3)(=[O:14])=[O:13])[C:6]=2[N:7]=1 |^1:49,51,70,89|. The reactants are C1=CC(=C[N+](=C1)[C@H]2[C@@H]([C@@H]([C@H](O2)COP(=O)(O)OP(=O)(O)OC[C@@H]3[C@H]([C@H]([C@@H](O3)N4C=NC5=C4N=CN=C5N)O)O)O)O)C(=O)N (NAD+), [OH-].[Na+] (NaOH), [Cl2Ru(TPPTS)2]2, P(=O)([O-])([O-])[O-] (phosphate), [I-].[Na+] (sodium iodide). Run at temperature 23 celsius, time 13 hour. The product is C=1N=C(C2=C(N1)N(C=N2)[C@H]3[C@@H]([C@@H]([C@H](O3)COP(=O)(O)OP(=O)(O)OC[C@@H]4[C@H]([C@H]([C@@H](O4)N5C=CCC(=C5)C(=O)N)O)O)O)O)N (NADH). Isolated yield 19.5%. RXN SMILES: [CH:1]1[CH:6]=[N+:5]([C@@H:7]2[O:11][C@H:10]([CH2:12][O:13][P:14]([O:17][P:18]([O:21][CH2:22][C@H:23]3[O:27][C@@H:26]([N:28]4[C:32]5[N:33]=[CH:34][N:35]=[C:36]([NH2:37])[C:31]=5[N:30]=[CH:29]4)[C@H:25]([OH:38])[C@@H:24]3[OH:39])([OH:20])=[O:19])([OH:16])=[O:15])[C@@H:9]([OH:40])[C@H:8]2[OH:41])[CH:4]=[C:3]([C:42]([NH2:44])=[O:43])[CH:2]=1.P([O-])([O-])([O-])=O.[I-].[Na+].[OH-].[Na+]>>[CH:34]1[N:35]=[C:36]([NH2:37])[C:31]2[N:30]=[CH:29][N:28]([C@@H:26]3[O:27][C@H:23]([CH2:22][O:21][P:18]([O:17][P:14]([O:13][CH2:12][C@H:10]4[O:11][C@@H:7]([N:5]5[CH:4]=[C:3]([C:42]([NH2:44])=[O:43])[CH2:2][CH:1]=[CH:6]5)[C@H:8]([OH:41])[C@@H:9]4[OH:40])([OH:16])=[O:15])([OH:20])=[O:19])[C@@H:24]([OH:39])[C@H:25]3[OH:38])[C:32]=2[N:33]=1 |f:2.3,4.5|. Reported procedure: NAD+ (34.0 mg, 38.0 μmol) was placed in 2 mL of a 0.1 M phosphate buffer containing 0.07 M sodium iodide. The pH of this solution was adjusted to 8.1 with NaOH and then placed in an 80 mL Fisher-Porter bottle. The Fisber-Porter bottle was evacuated and refilled with argon three times then [Cl2Ru(TPPTS)2]2 (7.7 mg, 2.9 μmol) was added under a flow of argon. The Fisher-Porter bottle was evacuated and filled with 70 psi of H2 and stirred to 23° C. for 13.0 hr. The volatiles were removed under reduc... The reactants are FC(C(=O)O)(F)F (Trifluoroacetic acid), C(C)(C)(C)OC(N[C@@H]1CC[C@H](CC1)NC(=O)C=1C=C2C=NNC2=CC1)=O (trans-tert-butyl-4-[(1H-indazol-5-ylcarbonyl)amino]cyclohexylcarbamate). Reaction conditions: time 1 hour. Yields the product FC(C(=O)O)(F)F.NC1CCC(CC1)NC(=O)C=1C=C2C=NNC2=CC1 (N-(4-aminocyclohexyl)-1H-indazole-5-carboxamide trifluoroacetate). Isolated yield 83.0%. RXN SMILES: [F:1][C:2]([F:7])([F:6])[C:3]([OH:5])=[O:4].C(OC(=O)[NH:14][C@H:15]1[CH2:20][CH2:19][C@H:18]([NH:21][C:22]([C:24]2[CH:25]=[C:26]3[C:30](=[CH:31][CH:32]=2)[NH:29][N:28]=[CH:27]3)=[O:23])[CH2:17][CH2:16]1)(C)(C)C>>[F:1][C:2]([F:7])([F:6])[C:3]([OH:5])=[O:4].[NH2:14][CH:15]1[CH2:20][CH2:19][CH:18]([NH:21][C:22]([C:24]2[CH:25]=[C:26]3[C:30](=[CH:31][CH:32]=2)[NH:29][N:28]=[CH:27]3)=[O:23])[CH2:17][CH2:16]1 |f:2.3|. Procedure: Trifluoroacetic acid (6.0 ml) was added to the trans-tert-butyl-4-[(1H-indazol-5-ylcarbonyl)amino]cyclo-hexylcarbamate (420 mg, 1.17 mmol) obtained in Example 158, and the resulting mixture was stirred at room temperature for 1 hour. After the reaction solution was concentrated under reduced pressure, ethanol (10 ml) was added to the concentration residue, followed by washing by repulping. The residue washed was filtered and then dried under reduced pressure to obtain N-(4-aminocyclohexyl)-1H-in... Reactants: [Al+3], C1CCOC1, CCOC(=O)CCc1ccc(-c2ccc(OCC)c(F)c2F)cc1, CCOC(C)=O, [H-], [H-], [H-], [H-], [Li+], N. Product: CCOc1ccc(-c2ccc(CCCO)cc2)c(F)c1F. As a reaction SMILES: [Al+3:2].[CH2:38]1[O:39][CH2:40][CH2:41][CH2:42]1.[CH2:7]([CH3:8])[O:9][c:10]1[c:11]([F:30])[c:12]([F:29])[c:13](-[c:16]2[cH:17][cH:18][c:19]([CH2:22][CH2:23][C:24](=[O:25])[O:26][CH2:27][CH3:28])[cH:20][cH:21]2)[cH:14][cH:15]1.[CH3:31][CH2:32][O:33][C:34](=[O:35])[CH3:36].[H-:1].[H-:4].[H-:5].[H-:6].[Li+:3].[NH3:37]>>[CH2:7]([CH3:8])[O:9][c:10]1[c:11]([F:30])[c:12]([F:29])[c:13](-[c:16]2[cH:17][cH:18][c:19]([CH2:22][CH2:23][CH2:24][OH:25])[cH:20][cH:21]2)[cH:14][cH:15]1. Reactants: C1CCOC1, COc1ccc(CN(C(=O)OC(C)(C)C)c2nc(N=C(c3ccccc3)c3ccccc3)cc3c2ncn3C)c(OC)c1, Cl. Yields the product COc1ccc(CN(C(=O)OC(C)(C)C)c2nc(N)cc3c2ncn3C)c(OC)c1. Reaction SMILES: [CH2:45]1[O:46][CH2:47][CH2:48][CH2:49]1.[CH3:1][O:2][c:3]1[c:4]([CH2:5][N:6]([C:7]([O:8][C:9]([CH3:10])([CH3:11])[CH3:12])=[O:13])[c:14]2[n:15][c:16]([N:24]=[C:25]([c:26]3[cH:27][cH:28][cH:29][cH:30][cH:31]3)[c:32]3[cH:33][cH:34][cH:35][cH:36][cH:37]3)[cH:17][c:18]3[c:19]2[n:20][cH:21][n:22]3[CH3:23])[cH:38][cH:39][c:40]([O:42][CH3:43])[cH:41]1.[ClH:44]>>[CH3:1][O:2][c:3]1[c:4]([CH2:5][N:6]([C:7]([O:8][C:9]([CH3:10])([CH3:11])[CH3:12])=[O:13])[c:14]2[n:15][c:16]([NH2:24])[cH:17][c:18]3[c:19]2[n:20][cH:21][n:22]3[CH3:23])[cH:38][cH:39][c:40]([O:42][CH3:43])[cH:41]1. Reactants: ClCCl, COC(=O)c1ccc(Cn2ccc(N)n2)cc1, CCN(C(C)C)C(C)C, CS(=O)(=O)c1ccc(C(=NOC2CCCC2)C(=O)O)cc1Cl. Yields the product COC(=O)c1ccc(Cn2ccc(NC(=O)C(=NOC3CCCC3)c3ccc(S(C)(=O)=O)c(Cl)c3)n2)cc1. Reaction SMILES: [CH2:49]([Cl:50])[Cl:51].[CH3:23][O:24][C:25]([c:26]1[cH:27][cH:28][c:29]([CH2:32][n:33]2[n:34][c:35]([NH2:38])[cH:36][cH:37]2)[cH:30][cH:31]1)=[O:39].[CH:40]([N:41]([CH2:42][CH3:43])[CH:44]([CH3:45])[CH3:46])([CH3:47])[CH3:48].[Cl:1][c:2]1[cH:3][c:4]([C:12]([C:13](=[O:14])[OH:15])=[N:16][O:17][CH:18]2[CH2:19][CH2:20][CH2:21][CH2:22]2)[cH:5][cH:6][c:7]1[S:8](=[O:9])(=[O:10])[CH3:11]>>[Cl:1][c:2]1[cH:3][c:4]([C:12]([C:13](=[O:15])[NH:38][c:35]2[n:34][n:33]([CH2:32][c:29]3[cH:28][cH:27][c:26]([C:25]([O:24][CH3:23])=[O:39])[cH:31][cH:30]3)[cH:37][cH:36]2)=[N:16][O:17][CH:18]2[CH2:19][CH2:20][CH2:21][CH2:22]2)[cH:5][cH:6][c:7]1[S:8](=[O:9])(=[O:10])[CH3:11].